Dataset: the Open Reaction Database (ORD), a public repository of structured organic reaction records. Task: describe an organic reaction: reactants, conditions, products, and yield The reactants are BrC1=CC(=CC=C1)C(F)(F)F (1-bromo-3-(trifluoromethyl)benzene), CC(C)([O-])C.[Na+] (sodium t-butoxide), NC1=NN(C2=C(C(=CC=C12)C)C=1C=C2C=NC(=NC2=CC1)NC)C (6-(3-amino-1,6-dimethyl-1H-indazol-7-yl)-N-methylquinazolin-2-amine), CC(C)C1=CC(=C(C(=C1)C(C)C)C2=C(C=CC=C2)P(C3CCCCC3)C4CCCCC4)C(C)C (X-Phos). Reagents/catalysts: C=1C=CC(=CC1)/C=C/C(=O)/C=C/C2=CC=CC=C2.C=1C=CC(=CC1)/C=C/C(=O)/C=C/C2=CC=CC=C2.C=1C=CC(=CC1)/C=C/C(=O)/C=C/C2=CC=CC=C2.[Pd].[Pd] (tris(dibenzylideneacetone)dipalladium). The solvent is C1(=CC=CC=C1)C (toluene). Conditions: temperature 130 celsius. Yields the product CN1N=C(C2=CC=C(C(=C12)C=1C=C2C=NC(=NC2=CC1)NC)C)NC1=CC(=CC=C1)C(F)(F)F (6-(1,6-dimethyl-3-(3-(trifluoromethyl)phenylamino)-1H-indazol-7-yl)-N-methylquinazolin-2-amine). Reaction SMILES: Br[C:2]1[CH:7]=[CH:6][CH:5]=[C:4]([C:8]([F:11])([F:10])[F:9])[CH:3]=1.CC(C)([O-])C.[Na+].[NH2:18][C:19]1[C:27]2[C:22](=[C:23]([C:29]3[CH:30]=[C:31]4[C:36](=[CH:37][CH:38]=3)[N:35]=[C:34]([NH:39][CH3:40])[N:33]=[CH:32]4)[C:24]([CH3:28])=[CH:25][CH:26]=2)[N:21]([CH3:41])[N:20]=1.CC(C1C=C(C(C)C)C(C2C=CC=CC=2P(C2CCCCC2)C2CCCCC2)=C(C(C)C)C=1)C>C1(C)C=CC=CC=1.C1C=CC(/C=C/C(/C=C/C2C=CC=CC=2)=O)=CC=1.C1C=CC(/C=C/C(/C=C/C2C=CC=CC=2)=O)=CC=1.C1C=CC(/C=C/C(/C=C/C2C=CC=CC=2)=O)=CC=1.[Pd].[Pd]>[CH3:41][N:21]1[C:22]2[C:27](=[CH:26][CH:25]=[C:24]([CH3:28])[C:23]=2[C:29]2[CH:30]=[C:31]3[C:36](=[CH:37][CH:38]=2)[N:35]=[C:34]([NH:39][CH3:40])[N:33]=[CH:32]3)[C:19]([NH:18][C:2]2[CH:7]=[CH:6][CH:5]=[C:4]([C:8]([F:11])([F:10])[F:9])[CH:3]=2)=[N:20]1 |f:1.2,6.7.8.9.10|. Procedure: A mixture of 1-bromo-3-(trifluoromethyl)benzene (19 μL, 138 μmol), tris(dibenzylideneacetone)dipalladium (0) (3.5 mg, 3.8 μmol), sodium t-butoxide (17 mg, 176 μmol), 6-(3-amino-1,6-dimethyl-1H-indazol-7-yl)-N-methylquinazolin-2-amine (40 mg, 126 μmol) and X-Phos (6.7 mg, 14 μmol) in toluene (3 mL) was purged with nitrogen and heated in a microwave reactor at 130° C. for 33 min. Solvent was removed in vacuo and the residue was purified by flash chromatography (25-50% EtOAc hexane) to give the tit... The reactants are O=Cc1ccc(C(=O)O)cc1, CC(=O)c1ccc2c(c1)C(C)(C)CC=C2c1ccc(C)cc1, CO, [Na+], [OH-]. Product: Cc1ccc(C2=CCC(C)(C)c3cc(C(=O)C=Cc4ccc(C(=O)O)cc4)ccc32)cc1. RXN SMILES: [C:23](=[O:24])([OH:25])[c:26]1[cH:27][cH:28][c:29]([CH:30]=[O:31])[cH:32][cH:33]1.[CH3:1][c:2]1[cH:3][cH:4][c:5]([C:8]2=[CH:9][CH2:10][C:11]([CH3:21])([CH3:22])[c:12]3[cH:13][c:14]([C:18]([CH3:19])=[O:20])[cH:15][cH:16][c:17]32)[cH:6][cH:7]1.[CH3:36][OH:37].[Na+:35].[OH-:34]>>[CH3:1][c:2]1[cH:3][cH:4][c:5]([C:8]2=[CH:9][CH2:10][C:11]([CH3:21])([CH3:22])[c:12]3[cH:13][c:14]([C:18]([CH:19]=[CH:30][c:29]4[cH:28][cH:27][c:26]([C:23](=[O:24])[OH:25])[cH:33][cH:32]4)=[O:20])[cH:15][cH:16][c:17]32)[cH:6][cH:7]1. Reaction SMILES: [ClH:6].[I:17].[NH2:1][CH2:2][C:3]([OH:4])=[O:5].[NH2:7][CH:8]([CH2:9][CH2:10][CH2:11][CH2:12][NH2:13])[C:14](=[O:15])[OH:16].[OH2:18]>>[I:17].[NH2:1][CH2:2][C:3](=[O:4])[OH:5].[NH2:7][CH:8]([CH2:9][CH2:10][CH2:11][CH2:12][NH2:13])[C:14](=[O:15])[OH:16]. Starting materials: Cl, I, NCC(=O)O, NCCCCC(N)C(=O)O, O. Yields the product I, NCC(=O)O, NCCCCC(N)C(=O)O.